This data is from the Open Reaction Database (ORD), a public repository of structured organic reaction records. The task is: describe an organic reaction: reactants, conditions, products, and yield Starting materials: C(CCCCCCCCCCCCCCC)(=O)Cl (Palmitoyl chloride), CN(C=O)C (N,N-dimethylformamide), resultant suspension, OCC1=C2C(C=COC2=CC(=C1)CO)=O (5,7-Dihydroxymethylchromone), CN(C=O)C (N,N-dimethylformamide), CC(C)([O-])C.[K+] (potassium tert-butoxide), O (DI water). Conditions: temperature 30 celsius, time 1 hour. Yields the product C(CCCCCCCCCCCCCCC)(=O)OC1=CC(=C2C(C=C(OC2=C1)C)=O)O (5-hydroxy-2-methyl-4-oxo-4H-chromen-7-yl hexadecanoate). As a reaction SMILES: OCC1C=C(CO)[CH:10]=[C:9]2[C:4]=1[C:5](=[O:15])[CH:6]=[CH:7][O:8]2.C[C:17]([CH3:20])([O-:19])[CH3:18].[K+].[C:22](Cl)(=[O:38])[CH2:23][CH2:24][CH2:25][CH2:26][CH2:27][CH2:28][CH2:29][CH2:30][CH2:31][CH2:32][CH2:33][CH2:34][CH2:35][CH2:36][CH3:37].O.CN(C)[CH:43]=[O:44]>>[C:22]([O:19][C:17]1[CH:18]=[C:7]2[C:6]([C:5](=[O:15])[CH:4]=[C:9]([CH3:10])[O:8]2)=[C:43]([OH:44])[CH:20]=1)(=[O:38])[CH2:23][CH2:24][CH2:25][CH2:26][CH2:27][CH2:28][CH2:29][CH2:30][CH2:31][CH2:32][CH2:33][CH2:34][CH2:35][CH2:36][CH3:37] |f:1.2|. Procedure: 5,7-Dihydroxymethylchromone (15 g, 78 mmol) is dissolved in N,N-dimethylformamide (360 ml), and potassium tert-butoxide (9 g, 80 mmol) is added to the brown solution under a stream of nitrogen. The mixture is subsequently heated at 30° C. for 2.5 h. Palmitoyl chloride (24 ml, 79.5 mmol) in N,N-dimethylformamide (80 ml) is then slowly added dropwise to the solution at 30° C. The resultant suspension is stirred at 30° C. for a further 2 hours, and 400 ml of DI water are then added dropwise. After ... The reactants are FC1=CC=C(C=C1)C=1N=CC(=NC1C1=CC=C(C=C1)F)N (5,6-bis(4-fluorophenyl)pyrazin-2-amine), II (I2), N(=O)OCCC(C)C (isoamyl nitrite). The reagents and catalysts are [Cu]I (CuI). Run in COCCOC (ethylene glycol dimethyl ether). Reaction conditions: time 2 hour. Product: FC1=CC=C(C=C1)C1=NC=C(N=C1C1=CC=C(C=C1)F)I (2,3-Bis(4-fluorophenyl)-5-iodopyrazine). RXN SMILES: [F:1][C:2]1[CH:7]=[CH:6][C:5]([C:8]2[N:9]=[CH:10][C:11](N)=[N:12][C:13]=2[C:14]2[CH:19]=[CH:18][C:17]([F:20])=[CH:16][CH:15]=2)=[CH:4][CH:3]=1.[I:22]I.N(OCCC(C)C)=O>[Cu]I.COCCOC>[F:1][C:2]1[CH:7]=[CH:6][C:5]([C:8]2[C:13]([C:14]3[CH:19]=[CH:18][C:17]([F:20])=[CH:16][CH:15]=3)=[N:12][C:11]([I:22])=[CH:10][N:9]=2)=[CH:4][CH:3]=1. Procedure details: A solution of 5,6-bis(4-fluorophenyl)pyrazin-2-amine (1 g, 3.53 mmol, 1.00 equiv), ethylene glycol dimethyl ether (50 mL), I2 (450 mg, 1.78 mmol, 0.50 equiv), CuI (200 mg, 1.05 mmol, 0.30 equiv), and isoamyl nitrite (2.75 g, 10.87 mmol, 3.08 equiv) was stirred for 10 min at room temperature, then for an additional 2 h at 60° C. in an oil bath. The resulting mixture was concentrated in vacuo, and purified via silica gel column chromatography (ethyl acetate/petroleum ether (1:40)) resulting in 1 g... The reactants are BrC1=C(C=C2C=CN=CC2=C1)OC (7-Bromo-6-methoxyisoquinoline), C([O-])([O-])=O.[K+].[K+] (potassium carbonate), tetrakistriphenylphosphine palladium(0), N1=CC(=CC=C1)B(O)O (3-pyridineboronic acid). Run in CN(C=O)C (N,N-dimethylformamide). Yields the product COC=1C=C2C=CN=CC2=CC1C=1C=NC=CC1 (6-methoxy-7-pyridin-3-yl-isoquinoline). Yield: 42.3%. Reaction SMILES: Br[C:2]1[CH:11]=[C:10]2[C:5]([CH:6]=[CH:7][N:8]=[CH:9]2)=[CH:4][C:3]=1[O:12][CH3:13].[N:14]1[CH:19]=[CH:18][CH:17]=[C:16](B(O)O)[CH:15]=1.C(=O)([O-])[O-].[K+].[K+]>CN(C)C=O>[CH3:13][O:12][C:3]1[CH:4]=[C:5]2[C:10](=[CH:11][C:2]=1[C:16]1[CH:15]=[N:14][CH:19]=[CH:18][CH:17]=1)[CH:9]=[N:8][CH:7]=[CH:6]2 |f:2.3.4|. Reported procedure: 7-Bromo-6-methoxyisoquinoline (100 mg), tetrakistriphenylphosphine palladium(0) (49 mg), and 3-pyridineboronic acid (155 mg) were suspended in a mixed solvent composed of N,N-dimethylformamide (1.5 ml) and a 2 N aqueous potassium carbonate solution (1.5 ml), and the mixture was stirred at 80° C. for 4.5 hr. The reaction was cooled to room temperature, the reaction solution was then filtered, and the solvent was removed from the filtrate by distillation under the reduced pressure. Water was then ... Starting materials: COC1=C(CNS(=O)(=O)C(C(C)(C)O)C2=CC(=CC=C2)Br)C=CC(=C1)OC (N-[2,4-dimethoxybenzyl]-1-(3-bromophenyl)-2-hydroxy-2-methylpropane-1-sulfonamide), C(O)([O-])=O.[Na+] (sodium hydrogencarbonate), FC(C(=O)O)(F)F (trifluoroacetic acid), O (water). Solvent: ClCCl (dichloromethane). Conditions: time 30 minute. The product is BrC=1C=C(C=CC1)C(C(C)(C)O)S(=O)(=O)N (1-(3-Bromophenyl)-2-hydroxy-2-methylpropane-1-sulfonamide). Isolated yield 70.8%. RXN SMILES: COC1C=C(OC)C=CC=1C[NH:6][S:7]([CH:10]([C:15]1[CH:20]=[CH:19][CH:18]=[C:17]([Br:21])[CH:16]=1)[C:11]([OH:14])([CH3:13])[CH3:12])(=[O:9])=[O:8].FC(F)(F)C(O)=O.O.C(=O)([O-])O.[Na+]>ClCCl>[Br:21][C:17]1[CH:16]=[C:15]([CH:10]([S:7]([NH2:6])(=[O:8])=[O:9])[C:11]([OH:14])([CH3:12])[CH3:13])[CH:20]=[CH:19][CH:18]=1 |f:3.4|. Procedure: A solution of 8.63 g of N-[2,4-dimethoxybenzyl]-1-(3-bromophenyl)-2-hydroxy-2-methylpropane-1-sulfonamide in 40 ml of dichloromethane was admixed with 10 ml of trifluoroacetic acid and stirred at room temperature for 30 minutes. The reaction solution was admixed with 40 ml of water, and gradually and cautiously with 150 ml of a saturated aqueous sodium hydrogencarbonate solution. The precipitate was filtered off with suction, washed with water and dried over P2O5 under reduced pressure. The crud...